This data is from the Open Reaction Database (ORD), a public repository of structured organic reaction records. The task is: describe an organic reaction: reactants, conditions, products, and yield Reactants: FC(OC1=C(CS)C=CC=C1)F (2-difluoromethoxybenzyl mercaptan), C(C1=CC=CC=C1)SCC(C(=O)O)=C (2-benzylsulfanylmethyl-acrylic acid), FC(OC1=C(CS)C=CC=C1)F (2-difluoromethoxybenzyl mercaptan). Reagents/catalysts: CN(C1=CC=NC=C1)C (4-dimethylaminopyridine). Run in CN(C)C=O (DMF). Reaction conditions: time 24 hour. Yields the product C(C1=CC=CC=C1)SCC(C(=O)O)CSCC1=C(C=CC=C1)OC(F)F (2-Benzylsulfanylmethyl-3-[2-(1,1-difluoro-methoxy)-benzylsulfanyl]-propionic acid). Yield: 63.0%. As a reaction SMILES: [F:1][CH:2]([F:12])[O:3][C:4]1[CH:11]=[CH:10][CH:9]=[CH:8][C:5]=1[CH2:6][SH:7].[CH2:13]([S:20][CH2:21][C:22](=[CH2:26])[C:23]([OH:25])=[O:24])[C:14]1[CH:19]=[CH:18][CH:17]=[CH:16][CH:15]=1>CN(C)C1C=CN=CC=1.CN(C=O)C>[CH2:13]([S:20][CH2:21][CH:22]([CH2:26][S:7][CH2:6][C:5]1[CH:8]=[CH:9][CH:10]=[CH:11][C:4]=1[O:3][CH:2]([F:12])[F:1])[C:23]([OH:25])=[O:24])[C:14]1[CH:19]=[CH:18][CH:17]=[CH:16][CH:15]=1. Reported procedure: A solution of 2-difluoromethoxybenzyl mercaptan (0.534 g, 2.81 mmol), 2-benzylsulfanylmethyl-acrylic acid (0.585 g, 2.81 mmol) and 4-dimethylaminopyridine (36 mg, 0.3 mmol) in DMF (1.5 ml) was stirred at room temperature for 20 hours. An additional amount of 2-difluoromethoxybenzyl mercaptan (0.201 g) was added to the reaction mixture and stirring was continued for another 24 hours. The reaction mixture was poured into dilute, cold, aqueous HCl and the product extracted with ethyl acetate. The e... The reactants are CN(C=O)C (N,N-dimethylformamide), ClC=1N=CC(=NC1)C=O (5-chloropyrazine-2-carbaldehyde), CC(C(=O)OC)(COC1=NC=C(C(=C1)C)B1OC(C(O1)(C)C)(C)C)C (methyl 2,2-dimethyl-3-{[4-methyl-5-(4,4,5,5-tetramethyl-1,3,2-dioxaborolan-2-yl)pyridin-2-yl]oxy}propanoate), C([O-])([O-])=O.[Na+].[Na+] (sodium carbonate). The solvent is O (water), C(C)(=O)OCC (ethyl acetate). Run at temperature 65 celsius, time 2 hour. Product: C(=O)C=1N=CC(=NC1)C=1C(=CC(=NC1)OCC(C(=O)OC)(C)C)C (methyl 3-{[5-(5-formylpyrazin-2-yl)-4-methylpyridin-2-yl]oxy}-2,2-dimethylpropanoate). Yield: 74.0%. Reaction SMILES: CN(C)C=O.Cl[C:7]1[N:8]=[CH:9][C:10]([CH:13]=[O:14])=[N:11][CH:12]=1.[CH3:15][C:16]([CH3:39])([CH2:21][O:22][C:23]1[CH:28]=[C:27]([CH3:29])[C:26](B2OC(C)(C)C(C)(C)O2)=[CH:25][N:24]=1)[C:17]([O:19][CH3:20])=[O:18].C(=O)([O-])[O-].[Na+].[Na+]>O.C(OCC)(=O)C>[CH:13]([C:10]1[N:11]=[CH:12][C:7]([C:26]2[C:27]([CH3:29])=[CH:28][C:23]([O:22][CH2:21][C:16]([CH3:15])([CH3:39])[C:17]([O:19][CH3:20])=[O:18])=[N:24][CH:25]=2)=[N:8][CH:9]=1)=[O:14] |f:3.4.5|. Procedure: N,N-dimethylformamide (10 mL) was added to 5-chloropyrazine-2-carbaldehyde (500 mg), methyl 2,2-dimethyl-3-{[4-methyl-5-(4,4,5,5-tetramethyl-1,3,2-dioxaborolan-2-yl)pyridin-2-yl]oxy}propanoate (1410 mg) and 2N aqueous sodium carbonate solution (5.26 mL), and after replacing the atmosphere with nitrogen, palladium chloride (dppf) methylene chloride complex (143 mg) was added to the mixture and the resulting mixture was stirred at 65° C. for 2 hours. To the reaction mixture were added ethyl acetat... The reactants are [BH4-], CC(C)(C)OC(=O)N1CCC2CN(c3cncc(Br)c3)CC21, [Li]C(C)(C)C, C1CCOC1, CN(C)C=O, CCCCC, CO, CCOC(C)=O, [Na+], O. Yields the product CC(C)(C)OC(=O)N1CCC2CN(c3cncc(CO)c3)CC21. Reaction SMILES: [BH4-:33].[Br:1][c:2]1[cH:3][c:4]([N:8]2[CH2:9][CH:10]3[N:11]([C:16](=[O:17])[O:18][C:19]([CH3:20])([CH3:21])[CH3:22])[CH2:12][CH2:13][CH:14]3[CH2:15]2)[cH:5][n:6][cH:7]1.[C:28]([Li:29])([CH3:30])([CH3:31])[CH3:32].[CH2:35]1[O:36][CH2:37][CH2:38][CH2:39]1.[CH3:23][N:24]([CH:25]=[O:26])[CH3:27].[CH3:40][CH2:41][CH2:42][CH2:43][CH3:44].[CH3:45][OH:46].[CH3:48][CH2:49][O:50][C:51](=[O:52])[CH3:53].[Na+:34].[OH2:47]>>[c:2]1([CH2:25][OH:26])[cH:3][c:4]([N:8]2[CH2:9][CH:10]3[N:11]([C:16](=[O:17])[O:18][C:19]([CH3:20])([CH3:21])[CH3:22])[CH2:12][CH2:13][CH:14]3[CH2:15]2)[cH:5][n:6][cH:7]1. The reactants are C(CCCC)C=1C=C(OC2=C(C=C(C=C2)C2=C(C=CC=C2)N)CCCCC)C=CC1 ([4-(3-Pentylphenoxy)-3-pentylphenyl]benzenamine), N1=CC=CC=C1 (pyridine), ClC(=O)OCC (Ethyl chloroformate). Conditions: temperature 5 celsius, time 30 minute. Product: C(CCCC)C=1C=C(OC2=C(C(=C(C(=C2CCCCC)CCCCC)NC(OCC)=O)CCCCC)CCCCC)C=CC1 (ETHYL [4-(3-PENTYLPHENOXY)-2,3,5,6-TETRAPENTYLPHENYL]CARBAMATE), C(CCCC)C=1C=C(OC2=C(C=C(C=C2)NC(OCC)=O)CCCCC)C=CC1 (ethyl [4-(3-pentylphenoxy)-3-pentylphenyl]carbamate). As a reaction SMILES: [CH2:1]([C:6]1[CH:7]=[C:8]([CH:28]=[CH:29][CH:30]=1)[O:9][C:10]1[CH:15]=[CH:14][C:13](C2C=CC=CC=2N)=[CH:12][C:11]=1[CH2:23][CH2:24][CH2:25][CH2:26][CH3:27])[CH2:2][CH2:3][CH2:4][CH3:5].Cl[C:32]([O:34][CH2:35][CH3:36])=[O:33].[N:37]1[CH:42]=[CH:41][CH:40]=[CH:39][CH:38]=1>>[CH2:1]([C:6]1[CH:7]=[C:8]([CH:28]=[CH:29][CH:30]=1)[O:9][C:39]1[C:40]([CH2:27][CH2:26][CH2:25][CH2:24][CH3:23])=[C:41]([CH2:7][CH2:8][CH2:28][CH2:29][CH3:30])[C:42]([NH:37][C:32](=[O:33])[O:34][CH2:35][CH3:36])=[C:6]([CH2:1][CH2:2][CH2:3][CH2:4][CH3:5])[C:38]=1[CH2:12][CH2:11][CH2:10][CH2:15][CH3:14])[CH2:2][CH2:3][CH2:4][CH3:5].[CH2:1]([C:6]1[CH:7]=[C:8]([CH:28]=[CH:29][CH:30]=1)[O:9][C:10]1[CH:15]=[CH:14][C:13]([NH:37][C:32](=[O:33])[O:34][CH2:35][CH3:36])=[CH:12][C:11]=1[CH2:23][CH2:24][CH2:25][CH2:26][CH3:27])[CH2:2][CH2:3][CH2:4][CH3:5]. Reported procedure: [4-(3-Pentylphenoxy)-3-pentylphenyl]benzenamine (0.1 mole) and pyridine (50 ml) are charged into a glass reaction vessel fitted with a mechanical stirrer and thermometer and are cooled to about 5° C. Ethyl chloroformate (0.125 mole) is added, with stirring, at about 5° C. Stirring is continued for a period of about 30 minutes at about 5° C., then for an additional 16 hours at room temperature. The mixture is then washed with 2 portions of water (50 ml), dried and the solvent is then removed to y... The reactants are C(=O)([O-])[O-].[Na+].[Na+] (Na2CO3), CC(C(=O)OCN1N=C(N=C1)C1=CC(=CC=C1)Br)(C)C ([3-(3-Bromophenyl)-1H-1,2,4-triazol-1-yl]methyl 2,2-dimethylpropanoate), C(=O)C1=CC=C(C=C1)B(O)O (4-formylphenyl boronic acid), C(Cl)Cl (CH2Cl2), N#N (N2). Reagents/catalysts: C1=CC=C(C=C1)P([C-]2C=CC=C2)C3=CC=CC=C3.C1=CC=C(C=C1)P([C-]2C=CC=C2)C3=CC=CC=C3.Cl[Pd]Cl.[Fe+2] (PdCl2(dppf)). The solvent is C1(=CC=CC=C1)C.CCO (PhMe EtOH). Conditions: temperature 80 celsius, time 2.5 hour. Yields the product CC(C(=O)OCN1N=C(N=C1)C=1C=C(C=CC1)C1=CC=C(C=C1)C=O)(C)C ([3-(4′-formyl-3-biphenylyl)-1H-1,2,4-triazol-1-yl]methyl 2,2-dimethylpropanoate). As a reaction SMILES: [CH3:1][C:2]([CH3:20])([CH3:19])[C:3]([O:5][CH2:6][N:7]1[CH:11]=[N:10][C:9]([C:12]2[CH:17]=[CH:16][CH:15]=[C:14](Br)[CH:13]=2)=[N:8]1)=[O:4].[CH:21]([C:23]1[CH:28]=[CH:27][C:26](B(O)O)=[CH:25][CH:24]=1)=[O:22].C(Cl)Cl.N#N.C([O-])([O-])=O.[Na+].[Na+]>C1C=CC(P(C2C=CC=CC=2)[C-]2C=CC=C2)=CC=1.C1C=CC(P(C2C=CC=CC=2)[C-]2C=CC=C2)=CC=1.Cl[Pd]Cl.[Fe+2].C1(C)C=CC=CC=1.CCO>[CH3:1][C:2]([CH3:20])([CH3:19])[C:3]([O:5][CH2:6][N:7]1[CH:11]=[N:10][C:9]([C:12]2[CH:13]=[C:14]([C:26]3[CH:27]=[CH:28][C:23]([CH:21]=[O:22])=[CH:24][CH:25]=3)[CH:15]=[CH:16][CH:17]=2)=[N:8]1)=[O:4] |f:4.5.6,7.8.9.10,11.12|. Reported procedure: A vial equipped with magnetic spin vane was charged with [[3-(3-Bromophenyl)-1H-1,2,4-triazol-1-yl]methyl 2,2-dimethylpropanoate (0.203 g; 0.60 mmol; Ex IV-24), 4-formylphenyl boronic acid (0.099 g; 0.66 mmol), and PdCl2(dppf).CH2Cl2 (0.012 g; 0.015 mmol), was sealed with a septum and evacuated/backfilled with N2 (×3). PhMe/EtOH (4:1, 3 mL) and 2M Na2CO3 (0.72 mL; 1.44 mmol) were added through the septum via syringe and the mixture was stirred at 80° C. for 2.5 h. Upon cooling, the mixture was p...